Dataset: the Open Reaction Database (ORD), a public repository of structured organic reaction records. Task: describe an organic reaction: reactants, conditions, products, and yield Reactants: C(=O)C1=CC(=CN1C)C(=O)OC (methyl 5-formyl-1-methyl-1H-pyrrole-3-carboxylate), CO (MeOH), [OH-].[Na+] (sodium hydroxide). Solvent: O (water). Run at temperature 40 celsius. Yields the product CC=1N(C(=CC1C(=O)O)C=O)C (methyl 5-formyl-1-methyl-1H-pyrrole-3-carboxylic acid). The yield is 85.0%. RXN SMILES: [CH:1]([C:3]1[N:7]([CH3:8])[CH:6]=[C:5]([C:9]([O:11]C)=[O:10])[CH:4]=1)=[O:2].[CH3:13]O.[OH-].[Na+]>O>[CH3:13][C:6]1[N:7]([CH3:8])[C:3]([CH:1]=[O:2])=[CH:4][C:5]=1[C:9]([OH:11])=[O:10] |f:2.3|. Procedure: To a solution of methyl 5-formyl-1-methyl-1H-pyrrole-3-carboxylate (90.0 g, 0.540 mol), MeOH (1000 mL) and water (500 mL) was added sodium hydroxide solution (1000 mL, 1.0 M in water). The mixture was heated at 40° C. overnight. Solvent was then evaporated, and the aqueous residue was neutralized with 1 N HCl and extracted with EtOAc (3×500 mL) to give methyl 5-formyl-1-methyl-1H-pyrrole-3-carboxylic acid (70.0 g, 85%). 1H NMR (CDCl3, 400 MHz) δ 9.54 (s, 1H), 7.45 (s, 1H), 7.32 (s, 1H), 3.93 (s,... Starting materials: ClC1=CC=C(C=C1)F (1-chloro-4-fluorobenzene), [H-].[Na+] (sodium hydride), suspension, OCC=1N(C2=CC=CC=C2C1)CCCC1CN(CCC1)C(C1=CC=CC=C1)(C1=CC=CC=C1)C1=CC=CC=C1 (2-hydroxymethyl-1-[3-(1-tritylpiperidin-3-yl)propyl]-1H-indole), [H-].[Na+] (sodium hydride), ClC1=CC=C(C=C1)F (1-chloro-4-fluorobenzene). Run in CN(C=O)C (N,N-dimethylformamide). Reaction conditions: time 60 minute. Product: ClC1=CC=C(OCC=2N(C3=CC=CC=C3C2)CCCC2CN(CCC2)C(C2=CC=CC=C2)(C2=CC=CC=C2)C2=CC=CC=C2)C=C1 (2-[(4-chlorophenoxy)methyl]-1-[3-(1-tritylpiperidin-3-yl)propyl]-1H-indole). RXN SMILES: [OH:1][CH2:2][C:3]1[N:4]([CH2:12][CH2:13][CH2:14][CH:15]2[CH2:20][CH2:19][CH2:18][N:17]([C:21]([C:34]3[CH:39]=[CH:38][CH:37]=[CH:36][CH:35]=3)([C:28]3[CH:33]=[CH:32][CH:31]=[CH:30][CH:29]=3)[C:22]3[CH:27]=[CH:26][CH:25]=[CH:24][CH:23]=3)[CH2:16]2)[C:5]2[C:10]([CH:11]=1)=[CH:9][CH:8]=[CH:7][CH:6]=2.[H-].[Na+].[Cl:42][C:43]1[CH:48]=[CH:47][C:46](F)=[CH:45][CH:44]=1>CN(C)C=O>[Cl:42][C:43]1[CH:48]=[CH:47][C:46]([O:1][CH2:2][C:3]2[N:4]([CH2:12][CH2:13][CH2:14][CH:15]3[CH2:20][CH2:19][CH2:18][N:17]([C:21]([C:34]4[CH:39]=[CH:38][CH:37]=[CH:36][CH:35]=4)([C:28]4[CH:33]=[CH:32][CH:31]=[CH:30][CH:29]=4)[C:22]4[CH:23]=[CH:24][CH:25]=[CH:26][CH:27]=4)[CH2:16]3)[C:5]3[C:10]([CH:11]=2)=[CH:9][CH:8]=[CH:7][CH:6]=3)=[CH:45][CH:44]=1 |f:1.2|. Procedure: Under an argon atmosphere 2-hydroxymethyl-1-[3-(1-tritylpiperidin-3-yl)propyl]-1H-indole (2.89 g, 5,61 mmol) was dissolved in about 11.2 ml of N,N-dimethylformamide. The resulting solution was then placed in an ice bath and sodium hydride (0.247 g of a 60% suspension in mineral oil, 6.18 mmol) was added and the resulting mixture was stirred at room temperature for about 60 minutes. To the reaction mixture 1-chloro-4-fluorobenzene (0.658 ml, 0.807 g, 6.18 mmol) was added and the resulting mixture... The reactants are FC1=C(C(=NN1C)C)C(=O)NC1=C(C=CC=C1)C(CC(C)C)(C)O (5-fluoro-N-[2-(1-hydroxy-1,3-dimethylbutyl)phenyl]-1,3-dimethyl-1H-pyrazole-4-carboxamide), C(OC)(OC)OC (trimethyl orthoformate), S(=O)(=O)([O-])[O-].[Na+].[Na+] (sodium sulphate). Reagents/catalysts: S(O)(O)(=O)=O (sulphuric acid). Solvent: C1(=CC=CC=C1)C (toluene). Reaction conditions: time 1 hour. The product is C(C)(=O)C1=C(C=CC=C1)NC(=O)C=1C(=NN(C1F)C)C (N-(2-acetylphenyl)-5-fluoro-1,3-dimethyl-1H-pyrazole-4-carboxamide). As a reaction SMILES: [F:1][C:2]1[N:6]([CH3:7])[N:5]=[C:4]([CH3:8])[C:3]=1[C:9]([NH:11][C:12]1[CH:17]=[CH:16][CH:15]=[CH:14][C:13]=1[C:18]([OH:24])(C)[CH2:19]C(C)C)=[O:10].C(OC)(OC)OC.S([O-])([O-])(=O)=O.[Na+].[Na+]>C1(C)C=CC=CC=1.S(=O)(=O)(O)O>[C:18]([C:13]1[CH:14]=[CH:15][CH:16]=[CH:17][C:12]=1[NH:11][C:9]([C:3]1[C:4]([CH3:8])=[N:5][N:6]([CH3:7])[C:2]=1[F:1])=[O:10])(=[O:24])[CH3:19] |f:2.3.4|. Procedure details: 14 g (80% pure, 33.6 mmol) of 5-fluoro-N-[2-(1-hydroxy-1,3-dimethylbutyl)phenyl]-1,3-dimethyl-1H-pyrazole-4-carboxamide and 4.28 g (40.3 mmol) of trimethyl orthoformate are dissolved in 420 ml of toluene, and 5 drops of concentrated sulphuric acid are added. The solution is boiled for 1 h, treated with sodium sulphate and filtered off, and the filtrate is concentrated under reduced pressure. The residue is treated with 300 ml of heptane. This results in the N-(2-acetylphenyl)-5-fluoro-1,3-dimeth... Reactants: C#CCO, CC(C)OC(=O)c1cc(-n2c(Cl)nc(C(F)(F)C(F)(F)F)c(F)c2=O)c(F)cc1Cl, c1ccncc1. Yields the product C#CCOc1nc(C(F)(F)C(F)(F)F)c(F)c(=O)n1-c1cc(C(=O)OC(C)C)c(Cl)cc1F. Reaction SMILES: [CH2:37]([C:38]#[CH:39])[OH:40].[Cl:1][c:2]1[c:3]([C:4](=[O:5])[O:6][CH:7]([CH3:8])[CH3:9])[cH:10][c:11](-[n:15]2[c:16]([Cl:30])[n:17][c:18]([C:23]([C:24]([F:25])([F:26])[F:27])([F:28])[F:29])[c:19]([F:22])[c:20]2=[O:21])[c:12]([F:14])[cH:13]1.[cH:31]1[cH:32][cH:33][n:34][cH:35][cH:36]1>>[Cl:1][c:2]1[c:3]([C:4](=[O:5])[O:6][CH:7]([CH3:8])[CH3:9])[cH:10][c:11](-[n:15]2[c:16]([O:40][CH2:37][C:38]#[CH:39])[n:17][c:18]([C:23]([C:24]([F:25])([F:26])[F:27])([F:28])[F:29])[c:19]([F:22])[c:20]2=[O:21])[c:12]([F:14])[cH:13]1. The reactants are NC=1C=C2C(NC=NC2=CC1)=O (6-Aminoquinazolin-4(3H)-one), N(=O)[O-].[Na+] (sodium nitrite), diazonium salt, [Cu](C#N)C#N (copper cyanide), [C-]#N.[Na+] (sodium cyanide). The solvent is O (water), O (water), Cl (hydrochloric acid). Run at temperature 5 celsius, time 30 minute. Product: C(#N)C=1C=C2C(NC=NC2=CC1)=O (6-Cyanoquinazolin-4(3H)-one). Isolated yield 26.0%. RXN SMILES: N[C:2]1[CH:3]=[C:4]2[C:9](=[CH:10][CH:11]=1)[N:8]=[CH:7][NH:6][C:5]2=[O:12].N([O-])=O.[Na+].[Cu](C#N)[C:18]#[N:19].[C-]#N.[Na+]>Cl.O>[C:18]([C:2]1[CH:3]=[C:4]2[C:9](=[CH:10][CH:11]=1)[N:8]=[CH:7][NH:6][C:5]2=[O:12])#[N:19] |f:1.2,4.5|. Procedure details: 6-Aminoquinazolin-4(3H)-one was slurried in 300 ml of 5% hydrochloric acid and the reaction mixture was cooled to 5° C. A solution of 6.72 g (0.097 mol) of sodium nitrite in 30 ml of water was added dropwise over 2.5 hours while maintaining the reaction temperature below 10° C. The resulting diazonium salt was then added portionwise to a hot (86° C.) solution of 7.84 g (0.0876 mol) of copper cyanide and 11.0 g (0.224 mol) sodium cyanide in 60 ml of water. Evolution of nitrogen was evident throug... Procedure details: 3.00 g (roughly 65%, 6.56 mmol) of the above prepared [2-(3-methoxy-propyl)-4-nitro-phenoxy]-acetic acid ethyl ester was hydrogenated at RT in 50 ml of AcOEt over 0.60 g of Pd/C (10%) under 1 atm of H2-pressure. After 3 h at ambient temperature, the reaction mixture was filtered over Celite and carefully rinsed with AcOEt. Evaporation of the solvent, followed by flash chromatography (SiO2, hexane/AcOEt=1/1) produced 1.69 g of the title compound as light brown oil; from the more polar fractions, ... Reaction conditions: time 3 hour. Starting materials: C(C)OC(COC1=C(C=C(C=C1)[N+](=O)[O-])CCCOC)=O ([2-(3-methoxy-propyl)-4-nitro-phenoxy]-acetic acid ethyl ester). As a reaction SMILES: [CH2:1]([O:3][C:4](=[O:21])[CH2:5][O:6][C:7]1[CH:12]=[CH:11][C:10]([N+:13]([O-])=O)=[CH:9][C:8]=1[CH2:16][CH2:17][CH2:18][O:19][CH3:20])[CH3:2]>CCOC(C)=O.[Pd]>[CH2:1]([O:3][C:4](=[O:21])[CH2:5][O:6][C:7]1[CH:12]=[CH:11][C:10]([NH2:13])=[CH:9][C:8]=1[CH2:16][CH2:17][CH2:18][O:19][CH3:20])[CH3:2]. Run in CCOC(=O)C (AcOEt). Reagents/catalysts: [Pd] (Pd/C). Product: C(C)OC(COC1=C(C=C(C=C1)N)CCCOC)=O (4-Amino-2-(3-methoxy-propyl)-phenoxy-acetic acid ethyl ester). The reactants are C(C1=CC=CC=C1)(=O)C1=CC2=C(N(C(S2)=O)CCOC2=CC=C(C=C2)CCC(=O)OC)C=C1 (Methyl 3-{4-[2-(6-benzoyl-2-oxo-1,3-benzothiazol-3(2H)-yl)ethoxy]-phenyl}propanoate). Run in C1(=CC=CC=C1)C.C1CCCCC1 (toluene cyclohexane). Product: C(C1=CC=CC=C1)(=O)C1=CC2=C(N(C(S2)=O)CCOC2=CC=C(C=C2)CCC(=O)O)C=C1 (3-{4-[2-(6-Benzoyl-2-oxo-1,3-benzothiazol-3(2H)-yl)ethoxy]phenyl}propanoic acid). RXN SMILES: [C:1]([C:9]1[CH:33]=[CH:32][C:12]2[N:13]([CH2:17][CH2:18][O:19][C:20]3[CH:25]=[CH:24][C:23]([CH2:26][CH2:27][C:28]([O:30]C)=[O:29])=[CH:22][CH:21]=3)[C:14](=[O:16])[S:15][C:11]=2[CH:10]=1)(=[O:8])[C:2]1[CH:7]=[CH:6][CH:5]=[CH:4][CH:3]=1>C1(C)C=CC=CC=1.C1CCCCC1>[C:1]([C:9]1[CH:33]=[CH:32][C:12]2[N:13]([CH2:17][CH2:18][O:19][C:20]3[CH:21]=[CH:22][C:23]([CH2:26][CH2:27][C:28]([OH:30])=[O:29])=[CH:24][CH:25]=3)[C:14](=[O:16])[S:15][C:11]=2[CH:10]=1)(=[O:8])[C:2]1[CH:3]=[CH:4][CH:5]=[CH:6][CH:7]=1 |f:1.2|. Procedure details: The procedure is as in Example 77, starting from the compound obtained in Example 32. The recrystallisation solvent is a toluene/cyclohexane mixture. Starting materials: BrBr (Bromine), COC(=O)C=1C=NC=C(C1)C(C)=O (5-acetyl-3-pyridinecarboxylic acid methyl ester). The solvent is O1CCOCC1 (dioxane). Run at time 1 hour. Product: Br.COC(=O)C=1C=NC=C(C1)C(CBr)=O (5-bromoacetyl-3-pyridinecarboxylic acid methyl ester hydrobromide). Isolated yield 157.1%. As a reaction SMILES: [Br:1]Br.[CH3:3][O:4][C:5]([C:7]1[CH:8]=[N:9][CH:10]=[C:11]([C:13](=[O:15])[CH3:14])[CH:12]=1)=[O:6]>O1CCOCC1>[BrH:1].[CH3:3][O:4][C:5]([C:7]1[CH:8]=[N:9][CH:10]=[C:11]([C:13](=[O:15])[CH2:14][Br:1])[CH:12]=1)=[O:6] |f:3.4|. Procedure: Bromine (6.0 g) was added slowly to a solution of 5-acetyl-3-pyridinecarboxylic acid methyl ester (6.0 g) in dioxane (50 ml) at room temperature. The mixture was stirred at room temperature for 1 hour and then heated at 60°-70° C for 5 hours. The resulting precipitate was collected by filtration to afford 5-bromoacetyl-3-pyridinecarboxylic acid methyl ester hydrobromide (10.0 g).